This data is from the Open Reaction Database (ORD), a public repository of structured organic reaction records. The task is: describe an organic reaction: reactants, conditions, products, and yield Starting materials: COC1=C(C=CC=C1)C1=CC2CCC(C1)N2 (3-(2-methoxyphenyl)-8-azabicyclo[3.2.1]oct-2-ene). The solvent is CO (methanol). Run at temperature 60 celsius. Product: COC1=C(C=CC=C1)C1CC2CCC(C1)N2 (3-(2-methoxyphenyl)-8-azabicyclo[3.2.1]octane). Reaction SMILES: [CH3:1][O:2][C:3]1[CH:8]=[CH:7][CH:6]=[CH:5][C:4]=1[C:9]1[CH2:15][CH:14]2[NH:16][CH:11]([CH2:12][CH2:13]2)[CH:10]=1>CO>[CH3:1][O:2][C:3]1[CH:8]=[CH:7][CH:6]=[CH:5][C:4]=1[CH:9]1[CH2:15][CH:14]2[NH:16][CH:11]([CH2:12][CH2:13]2)[CH2:10]1. Procedure details: Crude 10b from above (1.223 g) was dissolved in methanol (20 mL) and the solution purged with nitrogen gas for several minutes. 10% Palladium on carbon (500 mg, wet) was added and the flask flushed with nitrogen, followed by hydrogen (balloon). The reaction was heated at 60° C. for 1 h under a hydrogen balloon, then filtered through a pad of Celite and rinsed with methanol (3×25 mL). The filtrate was concentrated in vacuo to afford 1.030 g crude 3-(2-methoxyphenyl)-8-azabicyclo[3.2.1]octane 10c ... Starting materials: OCC=1C=C(C=CC1)N1CC(CC1=O)C(=O)OC (methyl 1-(3-(hydroxymethyl)phenyl)-5-oxopyrrolidine-3-carboxylate), [Cr](=O)(=O)([O-])Cl.[NH+]1=CC=CC=C1 (pyridinium chlorochromate). Run in C(Cl)Cl (CH2Cl2). Reaction conditions: time 8 hour. Product: C(=O)C=1C=C(C=CC1)N1CC(CC1=O)C(=O)OC (methyl (3-formylphenyl)-5-oxopyrrolidine-3-carboxylate). As a reaction SMILES: [OH:1][CH2:2][C:3]1[CH:4]=[C:5]([N:9]2[C:13](=[O:14])[CH2:12][CH:11]([C:15]([O:17][CH3:18])=[O:16])[CH2:10]2)[CH:6]=[CH:7][CH:8]=1.[Cr](Cl)([O-])(=O)=O.[NH+]1C=CC=CC=1>C(Cl)Cl>[CH:2]([C:3]1[CH:4]=[C:5]([N:9]2[C:13](=[O:14])[CH2:12][CH:11]([C:15]([O:17][CH3:18])=[O:16])[CH2:10]2)[CH:6]=[CH:7][CH:8]=1)=[O:1] |f:1.2|. Procedure: To a solution of methyl 1-(3-(hydroxymethyl)phenyl)-5-oxopyrrolidine-3-carboxylate in CH2Cl2 was added pyridinium chlorochromate (PCC). The reaction was stirred at room temperature overnight. The mixture was then filtered through a pad of celite. The filtrate was concentrated in vacuo and the desired product was obtained after silica gel chromatograph. MS (ES+): 248.0 (M+H)+.